The task is: describe an organic reaction: reactants, conditions, products, and yield. This data is from the Open Reaction Database (ORD), a public repository of structured organic reaction records. The reactants are NCc1ccc2c(c1)OCO2, C1CCOC1, Cc1ccc(S(=O)(=O)OCCNS(=O)(=O)c2ccc(Cl)c3ncccc23)cc1. Reaction SMILES: [CH2:29]1[O:30][c:31]2[cH:32][c:33]([CH2:34][NH2:35])[cH:36][cH:37][c:38]2[O:39]1.[O:40]1[CH2:41][CH2:42][CH2:43][CH2:44]1.[c:1]1([CH3:2])[cH:3][cH:4][c:5]([S:6]([O:7][CH2:11][CH2:12][NH:13][S:14](=[O:15])(=[O:16])[c:17]2[c:18]3[cH:19][cH:20][cH:21][n:22][c:23]3[c:24]([Cl:27])[cH:25][cH:26]2)(=[O:8])=[O:9])[cH:10][cH:28]1>>[CH2:11]([CH2:12][NH:13][S:14](=[O:15])(=[O:16])[c:17]1[c:18]2[cH:19][cH:20][cH:21][n:22][c:23]2[c:24]([Cl:27])[cH:25][cH:26]1)[NH:35][CH2:34][c:33]1[cH:32][c:31]2[c:38]([cH:37][cH:36]1)[O:39][CH2:29][O:30]2. Product: O=S(=O)(NCCNCc1ccc2c(c1)OCO2)c1ccc(Cl)c2ncccc12. The reactants are C(C)(=O)C(C(=O)OC)CCCC (Methyl 2-acetylhexanoate), [OH-].[K+] (potassium hydroxide). The solvent is O1CCOCC1 (dioxane). Conditions: temperature 0 celsius. Yields the product C(C)(=O)C(C(=O)O)CCCC (2-Acetylhexanoic acid). RXN SMILES: [C:1]([CH:4]([CH2:9][CH2:10][CH2:11][CH3:12])[C:5]([O:7]C)=[O:6])(=[O:3])[CH3:2].[OH-].[K+]>O1CCOCC1>[C:1]([CH:4]([CH2:9][CH2:10][CH2:11][CH3:12])[C:5]([OH:7])=[O:6])(=[O:3])[CH3:2] |f:1.2|. Reported procedure: 3.08 g (17.9 mmol) of methyl 2-acetylhexanoate (Example 14A) is dissolved in 10 ml of dioxane and cooled to 0° C. 7.00 ml of a 3.5 M potassium hydroxide solution are added with cooling. After a reaction time of 5 h, the batch is concentrated, treated with 20 ml of ethyl acetate and 20 ml of water and extracted with shaking. The water phase is recovered, cooled to 0° C. and slowly treated with 1 N hydrochloric acid until a pH of 1 is reached. The mixture is then extracted with dichloromethane. Th... Starting materials: Cl (HCl), Cl.ClCC=1N(C=CN1)CC1=CC(=CC(=C1)Cl)Cl (2-chloromethyl-1-(3,5-dichlorobenzyl)-1H-imidazole hydrochloride), C1(O)=CC(O)=CC=C1 (resorcinol), C(=O)([O-])[O-].[K+].[K+] (K2CO3). The solvent is O (water), CS(=O)C (DMSO). Reaction conditions: time 14 hour. Yields the product ClC=1C=C(CN2C(=NC=C2)COC=2C=C(C=CC2)O)C=C(C1)Cl (3-[1-(3,5-Dichloro-benzyl)-1H-imidazol-2-ylmethoxy]-phenol). Yield: 64.7%. Reaction SMILES: Cl.Cl[CH2:3][C:4]1[N:5]([CH2:9][C:10]2[CH:15]=[C:14]([Cl:16])[CH:13]=[C:12]([Cl:17])[CH:11]=2)[CH:6]=[CH:7][N:8]=1.[C:18]1([CH:25]=[CH:24][CH:23]=[C:21]([OH:22])[CH:20]=1)[OH:19].C([O-])([O-])=O.[K+].[K+].Cl>O.CS(C)=O>[Cl:17][C:12]1[CH:11]=[C:10]([CH:15]=[C:14]([Cl:16])[CH:13]=1)[CH2:9][N:5]1[CH:6]=[CH:7][N:8]=[C:4]1[CH2:3][O:19][C:18]1[CH:20]=[C:21]([OH:22])[CH:23]=[CH:24][CH:25]=1 |f:0.1,3.4.5|. Reported procedure: To a mixture of 2-chloromethyl-1-(3,5-dichlorobenzyl)-1H-imidazole hydrochloride (156 mg, 0.5 mmol), resorcinol (330 mg, 3.0 mmol) and DMSO (1 mL) was added K2CO3 (691 mg, 5.0 mmol). The reaction was stirred at ambient temperature for 14 h before diluting with water (20 mL). A solution of 1N HCl was added until the mixture was made only slightly basic (pH 8) before extracting with EtOAc (30 mL). The EtOAc phase was washed with water (10 mL), dried (Na2SO4) and concentrated in vacuo. The residue ... Conditions: time 4 hour. Procedure: To a solution of (2E)-N-[4-(2-{[(tert-butyl)amino]sulfonyl}phenyl)phenyl]-3-(3-cyanophenyl)-2-fluorobut-2-enamide (230 mg, 0.47 mmol) in 15 ml DMF was added cesium carbonate (460 mg, 1.41 mmol) and bromomethyl acetate (355 mg, 2.35 mmol). The reaction mixture was stirred at room temperature for 4 hours then diluted with 25 ml of ethyl acetate. Organic was washed with 3×25 ml water, 3×25 ml saturated brine solution, dried over magnesium sulfate, filtered and concentrated in vacuo to give methyl 2... The solvent is CN(C)C=O (DMF), C(C)(=O)OCC (ethyl acetate). Product: C(C)(C)(C)NS(=O)(=O)C1=C(C=CC=C1)C1=CC=C(C=C1)N(CC(=O)OC)C(/C(=C(/C)\C1=CC(=CC=C1)C#N)/F)=O (methyl 2-{(2E)-N-[4-(2-{[(tert-butyl)amino]-sulfonyl}phenyl)phenyl]-3-(3-cyanophenyl)-2-fluorobut-2-enoylamino}acetate). The yield is 86.8%. Reactants: C(C)(C)(C)NS(=O)(=O)C1=C(C=CC=C1)C1=CC=C(C=C1)NC(/C(=C(/C)\C1=CC(=CC=C1)C#N)/F)=O ((2E)-N-[4-(2-{[(tert-butyl)amino]sulfonyl}phenyl)phenyl]-3-(3-cyanophenyl)-2-fluorobut-2-enamide), C([O-])([O-])=O.[Cs+].[Cs+] (cesium carbonate), C(C)(=O)OCBr (bromomethyl acetate). As a reaction SMILES: [C:1]([NH:5][S:6]([C:9]1[CH:14]=[CH:13][CH:12]=[CH:11][C:10]=1[C:15]1[CH:20]=[CH:19][C:18]([NH:21][C:22](=[O:35])/[C:23](/[F:34])=[C:24](\[C:26]2[CH:31]=[CH:30][CH:29]=[C:28]([C:32]#[N:33])[CH:27]=2)/[CH3:25])=[CH:17][CH:16]=1)(=[O:8])=[O:7])([CH3:4])([CH3:3])[CH3:2].C(=O)([O-])[O-].[Cs+].[Cs+].[C:42]([O:45][CH2:46]Br)(=[O:44])[CH3:43]>CN(C=O)C.C(OCC)(=O)C>[C:1]([NH:5][S:6]([C:9]1[CH:14]=[CH:13][CH:12]=[CH:11][C:10]=1[C:15]1[CH:20]=[CH:19][C:18]([N:21]([C:22](=[O:35])/[C:23](/[F:34])=[C:24](\[C:26]2[CH:31]=[CH:30][CH:29]=[C:28]([C:32]#[N:33])[CH:27]=2)/[CH3:25])[CH2:43][C:42]([O:45][CH3:46])=[O:44])=[CH:17][CH:16]=1)(=[O:7])=[O:8])([CH3:2])([CH3:3])[CH3:4] |f:1.2.3|. Reactants: sodium dihydrido-bis-(2-methoxy-ethoxy)aluminate, C(C1=CC=CC=C1)N1CC(C(=CC1)C1=CC=C(C=C1)F)CO ((RS)-[1-benzyl-4-(4-fluoro-phenyl)-1,2,3,6-tetrahydro-pyridin-3-yl]-methanol), O (water). The solvent is C1(=CC=CC=C1)C (toluene). Reaction conditions: temperature 80 celsius, time 4 hour. Yields the product C(C1=CC=CC=C1)N1CC(C(CC1)C1=CC=C(C=C1)F)CO ((3RS,4SR)-[1-benzyl-4-(4-fluoro-phenyl)-piperidin-3-yl]-methanol). The yield is 22.3%. Reaction SMILES: [CH2:1]([N:8]1[CH2:13][CH:12]=[C:11]([C:14]2[CH:19]=[CH:18][C:17]([F:20])=[CH:16][CH:15]=2)[CH:10]([CH2:21][OH:22])[CH2:9]1)[C:2]1[CH:7]=[CH:6][CH:5]=[CH:4][CH:3]=1.O>C1(C)C=CC=CC=1>[CH2:1]([N:8]1[CH2:13][CH2:12][CH:11]([C:14]2[CH:15]=[CH:16][C:17]([F:20])=[CH:18][CH:19]=2)[CH:10]([CH2:21][OH:22])[CH2:9]1)[C:2]1[CH:3]=[CH:4][CH:5]=[CH:6][CH:7]=1. Procedure details: 58 ml (203 mmol) of sodium dihydrido-bis-(2-methoxy-ethoxy)aluminate (70% in toluene) were added dropwise under argon at room temperature while stirring to a solution of 17.4 g (58.5 mmol) of (RS)-[1-benzyl-4-(4-fluoro-phenyl)-1,2,3,6-tetrahydro-pyridin-3-yl]-methanol in 580 ml of absolute toluene. Subsequently, the mixture was stirred at 80° C. for 4 hours. 100 ml of water were added dropwise to the reaction mixture at room temperature, with working-up thereafter being carried out by extraction...